describe an organic reaction: reactants, conditions, products, and yield From a dataset of the Open Reaction Database (ORD), a public repository of structured organic reaction records. Reactants: [OH-].[K+] (potassium hydroxide), C1(=CC=CC=C1)O (phenol), Cl.ClCCN1CCOCC1 (N-(2-chloroethyl)morpholine HCl salt). Solvent: C(C)(C)O (isopropanol). Product: O(C1=CC=CC=C1)CCN1CCOCC1 (N-(2-Phenoxyethyl) morpholine), Cl.O(C1=CC=CC=C1)CCN1CCOCC1 (N-[(2-phenoxy)ethyl]morpholine HCl salt). Yield: 100.7%. RXN SMILES: [C:1]1([OH:7])[CH:6]=[CH:5][CH:4]=[CH:3][CH:2]=1.Cl.[Cl:9][CH2:10][CH2:11][N:12]1[CH2:17][CH2:16][O:15][CH2:14][CH2:13]1.[OH-].[K+]>C(O)(C)C>[O:7]([CH2:10][CH2:11][N:12]1[CH2:17][CH2:16][O:15][CH2:14][CH2:13]1)[C:1]1[CH:6]=[CH:5][CH:4]=[CH:3][CH:2]=1.[ClH:9].[O:7]([CH2:10][CH2:11][N:12]1[CH2:17][CH2:16][O:15][CH2:14][CH2:13]1)[C:1]1[CH:6]=[CH:5][CH:4]=[CH:3][CH:2]=1 |f:1.2,3.4,7.8|. Procedure: N-(2-Phenoxyethyl) morpholine was prepared by a modified method of Grail. et al (Journal of American Chemical Society, 1952, 74, 1313-1315). For example, 9.2 g of phenol and 18.6 g of N-(2-chloroethyl)morpholine HCl salt were dissolved in 120 ml of isopropanol and 12 g of potassium hydroxide was added with cooling. The reaction mixture was refluxed for 12 hours. Solid (KCl) was filtered off. The filtrate was distilled off. The residual material was treated with 150 ml of 1N NaOH, then, extracted... Starting materials: O1C(CCCC1)N1N=CC2=CC(=CC=C12)C#C[Si](C)(C)C (1-(tetrahydro-2H-pyran-2-yl)-5-((trimethylsilyl)ethynyl)-1H-indazole), C(=O)([O-])[O-].[K+].[K+] (K2CO3). Solvent: CO (MeOH). Reaction conditions: time 4 hour. Product: C(#C)C=1C=C2C=NN(C2=CC1)C1OCCCC1 (5-Ethynyl-1-(tetrahydro-2H-pyran-2-yl)-1H-indazole). Yield: 49.2%. RXN SMILES: [O:1]1[CH2:6][CH2:5][CH2:4][CH2:3][CH:2]1[N:7]1[C:15]2[C:10](=[CH:11][C:12]([C:16]#[C:17][Si](C)(C)C)=[CH:13][CH:14]=2)[CH:9]=[N:8]1.C([O-])([O-])=O.[K+].[K+]>CO>[C:16]([C:12]1[CH:11]=[C:10]2[C:15](=[CH:14][CH:13]=1)[N:7]([CH:2]1[CH2:3][CH2:4][CH2:5][CH2:6][O:1]1)[N:8]=[CH:9]2)#[CH:17] |f:1.2.3|. Procedure details: A 250-mL round-bottom flask equipped with a magnetic stir bar, a rubber septum, and a N2 inlet was charged with a solution of 1-(tetrahydro-2H-pyran-2-yl)-5-((trimethylsilyl)ethynyl)-1H-indazole (12.6 g, 42.2 mmol) in MeOH. To this solution, solid K2CO3 (0.58 g, 4.2 mmol) was added in one portion. The resulting mixture was stirred at room temperature for 4 h. Upon completion by TLC, the reaction mixture was filtered, concentrated, and purified by silica gel chromatography (0-10% ethyl acetate in... The reactants are CCCCCCOCC1CN(c2cc3c(cc2F)c(=O)c(C(=O)O)cn3CC)CCN1, C=O, O=CO. The product is CCCCCCOCC1CN(c2cc3c(cc2F)c(=O)c(C(=O)O)cn3CC)CCN1C. Reaction SMILES: [CH2:1]([CH3:2])[n:3]1[cH:4][c:5]([C:29](=[O:30])[OH:31])[c:6](=[O:28])[c:7]2[cH:8][c:9]([F:27])[c:10]([N:13]3[CH2:14][CH:15]([CH2:19][O:20][CH2:21][CH2:22][CH2:23][CH2:24][CH2:25][CH3:26])[NH:16][CH2:17][CH2:18]3)[cH:11][c:12]12.[CH2:32]=[O:33].[CH:34]([OH:35])=[O:36]>>[CH2:1]([CH3:2])[n:3]1[cH:4][c:5]([C:29](=[O:30])[OH:31])[c:6](=[O:28])[c:7]2[cH:8][c:9]([F:27])[c:10]([N:13]3[CH2:14][CH:15]([CH2:19][O:20][CH2:21][CH2:22][CH2:23][CH2:24][CH2:25][CH3:26])[N:16]([CH3:32])[CH2:17][CH2:18]3)[cH:11][c:12]12. The reactants are O=C=NCc1ccccc1, CCN(C(C)C)C(C)C, Cl, CN(C)C=O, COC(=O)c1ccc2c(n1)CCNC2. Product: COC(=O)c1ccc2c(n1)CCN(C(=O)NCc1ccccc1)C2. RXN SMILES: [CH2:1]([c:2]1[cH:3][cH:4][cH:5][cH:6][cH:7]1)[N:8]=[C:9]=[O:10].[CH:26]([N:27]([CH2:28][CH3:29])[CH:30]([CH3:31])[CH3:32])([CH3:33])[CH3:34].[ClH:11].[O:35]=[CH:36][N:37]([CH3:38])[CH3:39].[n:12]1[c:13]([C:22](=[O:23])[O:24][CH3:25])[cH:14][cH:15][c:16]2[c:21]1[CH2:20][CH2:19][NH:18][CH2:17]2>>[CH2:1]([c:2]1[cH:3][cH:4][cH:5][cH:6][cH:7]1)[NH:8][C:9](=[O:10])[N:18]1[CH2:17][c:16]2[cH:15][cH:14][c:13]([C:22](=[O:23])[O:24][CH3:25])[n:12][c:21]2[CH2:20][CH2:19]1. Procedure: A solution of ethyl 2-t-butyloxycarbonylamino-4-(o-nitrophenyl)butyrate (13.0 g) in ethanol (300 ml) is hydrogenated at room temperature and atmospheric pressure, using 10% palladium on charcoal (1 g) as catalyst, until uptake ceases. The catalyst is filtered off. Evaporation of the solvent gives ethyl t-butyloxycarbonylamino-4-(o-aminophenyl)butyrate which is used without further purification for the next step. The solvent is C(C)O (ethanol). Starting materials: C(C)(C)(C)OC(=O)NC(C(=O)OCC)CCC1=C(C=CC=C1)[N+](=O)[O-] (ethyl 2-t-butyloxycarbonylamino-4-(o-nitrophenyl)butyrate). Reagents/catalysts: [Pd] (palladium on charcoal). The product is C(C)(C)(C)OC(=O)NC(C(=O)OCC)CCC1=C(C=CC=C1)N (ethyl t-butyloxycarbonylamino-4-(o-aminophenyl)butyrate). RXN SMILES: [C:1]([O:5][C:6]([NH:8][CH:9]([CH2:15][CH2:16][C:17]1[CH:22]=[CH:21][CH:20]=[CH:19][C:18]=1[N+:23]([O-])=O)[C:10]([O:12][CH2:13][CH3:14])=[O:11])=[O:7])([CH3:4])([CH3:3])[CH3:2]>C(O)C.[Pd]>[C:1]([O:5][C:6]([NH:8][CH:9]([CH2:15][CH2:16][C:17]1[CH:22]=[CH:21][CH:20]=[CH:19][C:18]=1[NH2:23])[C:10]([O:12][CH2:13][CH3:14])=[O:11])=[O:7])([CH3:2])([CH3:3])[CH3:4]. Starting materials: CC(=O)[O-], CC(=O)[O-], CS(=O)(=O)Nc1ccc(B(O)O)cc1, CO, ClCCl, [Cu+2], CC(C)(C)OC(=O)N1CCc2c[nH]nc2CC1. The product is CC(C)(C)OC(=O)N1CCc2cn(-c3ccc(NS(C)(=O)=O)cc3)nc2CC1. As a reaction SMILES: [C:37]([O-:38])(=[O:39])[CH3:40].[C:42]([O-:43])(=[O:44])[CH3:45].[CH3:1][S:2](=[O:3])(=[O:4])[NH:5][c:6]1[cH:7][cH:8][c:9]([B:12]([OH:13])[OH:14])[cH:10][cH:11]1.[CH3:35][OH:36].[Cl:32][CH2:33][Cl:34].[Cu+2:41].[n:15]1[nH:16][cH:17][c:18]2[c:19]1[CH2:20][CH2:21][N:22]([C:25](=[O:26])[O:27][C:28]([CH3:29])([CH3:30])[CH3:31])[CH2:23][CH2:24]2>>[CH3:1][S:2](=[O:3])(=[O:4])[NH:5][c:6]1[cH:7][cH:8][c:9](-[n:16]2[n:15][c:19]3[c:18]([cH:17]2)[CH2:24][CH2:23][N:22]([C:25](=[O:26])[O:27][C:28]([CH3:29])([CH3:30])[CH3:31])[CH2:21][CH2:20]3)[cH:10][cH:11]1.